Dataset: the Open Reaction Database (ORD), a public repository of structured organic reaction records. Task: describe an organic reaction: reactants, conditions, products, and yield Starting materials: CC(C)N, Cn1c(=O)ccc2cnc(S(C)(=O)=O)nc21. Yields the product CC(C)Nc1ncc2ccc(=O)n(C)c2n1. As a reaction SMILES: [CH3:17][CH:18]([CH3:19])[NH2:20].[CH3:1][n:2]1[c:3](=[O:16])[cH:4][cH:5][c:6]2[c:7]1[n:8][c:9]([S:12]([CH3:13])(=[O:14])=[O:15])[n:10][cH:11]2>>[CH3:1][n:2]1[c:3](=[O:16])[cH:4][cH:5][c:6]2[c:7]1[n:8][c:9]([NH:20][CH:18]([CH3:17])[CH3:19])[n:10][cH:11]2. The reactants are C(C)(=O)[O-].[Na+] (sodium acetate), C1(O)=CC(O)=CC=C1 (resorcinol), C1(=CC=CC=C1)N=NC1=C(O)C=CC(=C1O)N=NC1=CC=CC=C1 (2,4-bis(phenylazo) resorcinol), diazonium, C1(O)=CC(O)=CC=C1 (resorcinol), NC1=CC=CC=C1 (aniline), N(=O)OCCC(C)C (isoamyl nitrite), Cl (HCl). Run in O (water), O (water). Run at temperature 5 celsius, time 2 hour. Yields the product C1(=CC=CC=C1)N=NC1=CC(=C(C=C1O)O)N=NC1=CC=CC=C1 (Bis(phenylazo)resorcinol). Reaction SMILES: NC1C=CC=CC=1.Cl.N(OCCC(C)C)=[O:10].C([O-])(=O)C.[Na+].C1(C=CC=C(O)C=1)O.[C:30]1([N:36]=[N:37][C:38]2[C:44](O)=[C:43]([N:46]=[N:47][C:48]3[CH:53]=[CH:52][CH:51]=[CH:50][CH:49]=3)[CH:42]=[CH:41][C:39]=2[OH:40])[CH:35]=[CH:34][CH:33]=[CH:32][CH:31]=1>O>[C:30]1([N:36]=[N:37][C:38]2[C:39]([OH:40])=[CH:41][C:42]([OH:10])=[C:43]([N:46]=[N:47][C:48]3[CH:53]=[CH:52][CH:51]=[CH:50][CH:49]=3)[CH:44]=2)[CH:35]=[CH:34][CH:33]=[CH:32][CH:31]=1 |f:3.4|. Procedure: Bis(phenylazo)resorcinol isomers were prepared according to a procedure similar to that described in Helvetica Chimica Acta, pp. 1816-1823 (1958). In a 2 liter flask, 37.2 g of aniline was added to 120 ml of water, and to this solution was added 100 ml of concentrated HCl and the solution was cooled to 5° C. 58.58 g of isoamyl nitrite was then added slowly. In a second 3 liter flask, 160 g of sodium acetate was added to a stirred solution of 44.4 g of resorcinol in 440 ml of water and dissolved.... The reactants are C(C(C)C)C1=CC=C(C=C1)C1=NC(=NO1)C=1N=CC(=NC1)C=O (5-[5-(4-isobutylphenyl)-1,2,4-oxadiazol-3-yl]pyrazine-2-carbaldehyde), C(C)OC(=O)[C@@H]1C[C@@H](C1)N (cis-3-amino-cyclobutanecarboxylic acid ethyl ester), C(C)(=O)O[BH-](OC(C)=O)OC(C)=O.[Na+] (sodium triacetoxyborohydride), ClC(C)Cl (dichloroethane). Product: C(C)OC(=O)C1CC(C1)NCC1=NC=C(N=C1)C1=NOC(=N1)C1=CC=C(C=C1)CC(C)C (3-({5-[5-(4-Isobutyl-phenyl)-[1,2,4]oxadiazol-3-yl]-pyrazin-2-ylmethyl}-amino)-cyclobutanecarboxylic acid ethyl ester). As a reaction SMILES: [CH2:1]([C:5]1[CH:10]=[CH:9][C:8]([C:11]2[O:15][N:14]=[C:13]([C:16]3[N:17]=[CH:18][C:19]([CH:22]=O)=[N:20][CH:21]=3)[N:12]=2)=[CH:7][CH:6]=1)[CH:2]([CH3:4])[CH3:3].[CH2:24]([O:26][C:27]([C@H:29]1[CH2:32][C@@H:31]([NH2:33])[CH2:30]1)=[O:28])[CH3:25].C(O[BH-](OC(=O)C)OC(=O)C)(=O)C.[Na+].ClC(Cl)C>>[CH2:24]([O:26][C:27]([CH:29]1[CH2:32][CH:31]([NH:33][CH2:22][C:19]2[CH:18]=[N:17][C:16]([C:13]3[N:12]=[C:11]([C:8]4[CH:9]=[CH:10][C:5]([CH2:1][CH:2]([CH3:4])[CH3:3])=[CH:6][CH:7]=4)[O:15][N:14]=3)=[CH:21][N:20]=2)[CH2:30]1)=[O:28])[CH3:25] |f:2.3|. Procedure details: A solution of 5-[5-(4-isobutylphenyl)-1,2,4-oxadiazol-3-yl]pyrazine-2-carbaldehyde (0.100 g, 0.32 mmol), cis-3-amino-cyclobutanecarboxylic acid ethyl ester (0.056 g, 0.388 mmol), sodium triacetoxyborohydride (0.082 g, 0.388 mmol) and dichloroethane (5.0 mL) was stirred at room temperature for 12 hours. The reaction mixture was quenched with 1N NaOH (10 mL) and the organic layer was isolated, washed with H2O (2×10 mL) and brine (10 mL), dried (Na2SO4), filtered and concentrated in vacuo to yield ... Starting materials: CN (monomethylamine), C1(=CC=CC=C1)N1N=C(N=C1)OCC1=C(C=CC=C1)\C(\C(=O)OCCCCC)=N/OC (n-Pentyl (E)-2-[[[1-Phenyl-1,2,4-triazol-3-yl]oxy]methyl]-α-methoxyiminophenylacetate), O (water). Run in O1CCCC1 (tetrahydrofuran). Run at time 16 hour. Yields the product CNC(C(=NOC)C1=C(C=CC=C1)COC1=NN(C=N1)C1=CC=CC=C1)=O ([[(1-Phenyl-1,2,4-triazol-3-yl]oxy]methyl]-α-methoxyiminophenylacetic monomethylamide). Yield: 86.0%. Reaction SMILES: [C:1]1([N:7]2[CH:11]=[N:10][C:9]([O:12][CH2:13][C:14]3[CH:19]=[CH:18][CH:17]=[CH:16][C:15]=3/[C:20](=[N:29]\[O:30][CH3:31])/[C:21](OCCCCC)=[O:22])=[N:8]2)[CH:6]=[CH:5][CH:4]=[CH:3][CH:2]=1.[CH3:32][NH2:33].O>O1CCCC1>[CH3:32][NH:33][C:21](=[O:22])[C:20]([C:15]1[CH:16]=[CH:17][CH:18]=[CH:19][C:14]=1[CH2:13][O:12][C:9]1[N:10]=[CH:11][N:7]([C:1]2[CH:6]=[CH:5][CH:4]=[CH:3][CH:2]=2)[N:8]=1)=[N:29][O:30][CH3:31]. Reported procedure: 1.5 g (3.6 mmol) of the pentyl ester from Example 13 were dissolved in 50 ml of tetrahydrofuran, and the mixture was treated with 10 ml of 40% strength aqueous monomethylamine solution and stirred at room temperature for 16 hours. It was then treated with water, extracted with methyl tert-butyl ether, and the organic phase was washed with water, dried over sodium sulfate and concentrated in a rotary evaporator. As a residue, 1.1 g (86% yield) of the title compound remained as a yellow oil.